This data is from the Open Reaction Database (ORD), a public repository of structured organic reaction records. The task is: describe an organic reaction: reactants, conditions, products, and yield The reactants are CCC(CC)(c1ccc(C#CC(OCOC)(C(F)(F)F)C(F)(F)F)c(C)c1)c1ccc(B2OC(C)(C)C(C)(C)O2)c(C)c1, ClCCl, O=C(O)C(F)(F)F. Product: CCC(CC)(c1ccc(C#CC(O)(C(F)(F)F)C(F)(F)F)c(C)c1)c1ccc(B2OC(C)(C)C(C)(C)O2)c(C)c1. Reaction SMILES: [CH2:8]([CH3:9])[C:10]([CH2:11][CH3:12])([c:13]1[cH:14][c:15]([CH3:34])[c:16]([C:19]#[C:20][C:21]([C:22]([F:23])([F:24])[F:25])([C:26]([F:27])([F:28])[F:29])[O:30][CH2:31][O:32][CH3:33])[cH:17][cH:18]1)[c:35]1[cH:36][c:37]([CH3:50])[c:38]([B:41]2[O:42][C:43]([CH3:48])([CH3:49])[C:44]([CH3:46])([CH3:47])[O:45]2)[cH:39][cH:40]1.[Cl:51][CH2:52][Cl:53].[OH:1][C:2]([C:3]([F:4])([F:5])[F:6])=[O:7]>>[CH2:8]([CH3:9])[C:10]([CH2:11][CH3:12])([c:13]1[cH:14][c:15]([CH3:34])[c:16]([C:19]#[C:20][C:21]([C:22]([F:23])([F:24])[F:25])([C:26]([F:27])([F:28])[F:29])[OH:30])[cH:17][cH:18]1)[c:35]1[cH:36][c:37]([CH3:50])[c:38]([B:41]2[O:42][C:43]([CH3:48])([CH3:49])[C:44]([CH3:46])([CH3:47])[O:45]2)[cH:39][cH:40]1. Starting materials: N1N=CN=C1 (1H-1,2,4-triazole), BrC=1C=NC=C(C1)CCl (3-bromo-5-chloromethyl-pyridine). Yields the product BrC=1C=NC=C(C1)CN1N=CN=C1 (3-Bromo-5-[1,2,4]triazol-1-ylmethyl-pyridine). Reaction SMILES: [NH:1]1[CH:5]=[N:4][CH:3]=[N:2]1.[Br:6][C:7]1[CH:8]=[N:9][CH:10]=[C:11]([CH2:13]Cl)[CH:12]=1>>[Br:6][C:7]1[CH:8]=[N:9][CH:10]=[C:11]([CH2:13][N:1]2[CH:5]=[N:4][CH:3]=[N:2]2)[CH:12]=1. Reported procedure: In analogy to the procedure described for the preparation of intermediates B-1 [B], 1H-1,2,4-triazole has been coupled to 3-bromo-5-chloromethyl-pyridine (intermediate B-1 [A]) to yield the title compound as a white solid. MS: 238.9, 241.3 (M+H+). Starting materials: BrCCCOC=1C=C(C=CC1)C1=NOC2=C1SC=C2 (3-[3-(3-bromo-propoxy)phenyl]-thieno[2,3-d]isoxazole), ClCCCOC=1C=C(C=CC1)C1=NOC2=C1SC=C2 (3-[3-(3-chloro-propoxy)-phenyl]-thieno[2,3-d]isoxazole), ClC1=CC=C(CN)C=C1 (4-chlorobenzylamine), C([O-])([O-])=O.[K+].[K+] (potassium carbonate). The product is ClC1=CC=C(CNCCCOC2=CC(=CC=C2)C2=NOC3=C2SC=C3)C=C1 ((4-chloro-benzyl)-[3-(3-thieno[2,3-d]isoxazol-3-yl-phenoxy)-propyl]-amine). Reaction SMILES: Br[CH2:2][CH2:3][CH2:4][O:5][C:6]1[CH:7]=[C:8]([C:12]2[C:16]3[S:17][CH:18]=[CH:19][C:15]=3[O:14][N:13]=2)[CH:9]=[CH:10][CH:11]=1.ClCCCOC1C=C(C2C3SC=CC=3ON=2)C=CC=1.[Cl:39][C:40]1[CH:47]=[CH:46][C:43]([CH2:44][NH2:45])=[CH:42][CH:41]=1.C(=O)([O-])[O-].[K+].[K+]>>[Cl:39][C:40]1[CH:47]=[CH:46][C:43]([CH2:44][NH:45][CH2:2][CH2:3][CH2:4][O:5][C:6]2[CH:11]=[CH:10][CH:9]=[C:8]([C:12]3[C:16]4[S:17][CH:18]=[CH:19][C:15]=4[O:14][N:13]=3)[CH:7]=2)=[CH:42][CH:41]=1 |f:3.4.5|. Procedure details: The title compound is prepared from a mixture of 3-[3-(3-bromo-propoxy)phenyl]-thieno[2,3-d]isoxazole, 3-[3-(3-chloro-propoxy)-phenyl]-thieno[2,3-d]isoxazole, 4-chlorobenzylamine and potassium carbonate essentially as described above in example 4. Purity by LC/MS (APCI)=100%, [M+H]+=399 m/e. The reactants are O=C([O-])[O-], C1CNCCN1, COCCOc1ccc(C(Cl)c2ccccc2)cc1, CN(C)C=O, [K+], [K+]. Yields the product COCCOc1ccc(C(c2ccccc2)N2CCNCC2)cc1. As a reaction SMILES: [C:26](=[O:27])([O-:28])[O-:29].[CH2:20]1[CH2:21][NH:22][CH2:23][CH2:24][NH:25]1.[CH3:1][O:2][CH2:3][CH2:4][O:5][c:6]1[cH:7][cH:8][c:9]([CH:10]([c:11]2[cH:12][cH:13][cH:14][cH:15][cH:16]2)[Cl:17])[cH:18][cH:19]1.[CH3:32][N:33]([CH3:34])[CH:35]=[O:36].[K+:30].[K+:31]>>[CH3:1][O:2][CH2:3][CH2:4][O:5][c:6]1[cH:7][cH:8][c:9]([CH:10]([c:11]2[cH:12][cH:13][cH:14][cH:15][cH:16]2)[N:22]2[CH2:21][CH2:20][NH:25][CH2:24][CH2:23]2)[cH:18][cH:19]1. Starting materials: CC(c1ccc(Br)cc1)N1CCC(CC(C)(C)O)(c2ccc(F)cc2)OC1=O, COc1ccc(B(O)O)cn1. The product is COc1ccc(-c2ccc(C(C)N3CCC(CC(C)(C)O)(c4ccc(F)cc4)OC3=O)cc2)cn1. Reaction SMILES: [Br:1][c:2]1[cH:3][cH:4][c:5]([CH:8]([CH3:9])[N:10]2[C:11](=[O:28])[O:12][C:13]([CH2:16][C:17]([CH3:18])([CH3:19])[OH:20])([c:21]3[cH:22][cH:23][c:24]([F:27])[cH:25][cH:26]3)[CH2:14][CH2:15]2)[cH:6][cH:7]1.[CH3:29][O:30][c:31]1[cH:32][cH:33][c:34]([B:37]([OH:38])[OH:39])[cH:35][n:36]1>>[c:2]1(-[c:34]2[cH:33][cH:32][c:31]([O:30][CH3:29])[n:36][cH:35]2)[cH:3][cH:4][c:5]([CH:8]([CH3:9])[N:10]2[C:11](=[O:28])[O:12][C:13]([CH2:16][C:17]([CH3:18])([CH3:19])[OH:20])([c:21]3[cH:22][cH:23][c:24]([F:27])[cH:25][cH:26]3)[CH2:14][CH2:15]2)[cH:6][cH:7]1. The reactants are O=C([O-])[O-], CC1(C)c2cccc(P(c3ccccc3)c3ccccc3)c2Oc2c(P(c3ccccc3)c3ccccc3)cccc21, Cc1ccccc1, ClC(Cl)Cl, CC(C)(C)OC(=O)N1CCC(O)(Cc2cccc(Cl)n2)CC1, [Cs+], [Cs+], Nc1nccs1, [Na+], [Na+], O=C([O-])[O-]. Product: CC(C)(C)OC(=O)N1CCC(O)(Cc2cccc(Nc3nccs3)n2)CC1. RXN SMILES: [C:77](=[O:78])([O-:79])[O-:80].[CH3:29][C:30]1([CH3:31])[c:32]2[cH:33][cH:34][cH:35][c:36]([P:37]([c:38]3[cH:39][cH:40][cH:41][cH:42][cH:43]3)[c:44]3[cH:45][cH:46][cH:47][cH:48][cH:49]3)[c:50]2[O:51][c:52]2[c:53]1[cH:54][cH:55][cH:56][c:57]2[P:58]([c:59]1[cH:60][cH:61][cH:62][cH:63][cH:64]1)[c:65]1[cH:66][cH:67][cH:68][cH:69][cH:70]1.[CH3:87][c:88]1[cH:89][cH:90][cH:91][cH:92][cH:93]1.[CH:83]([Cl:84])([Cl:85])[Cl:86].[Cl:1][c:2]1[cH:3][cH:4][cH:5][c:6]([CH2:8][C:9]2([OH:22])[CH2:10][CH2:11][N:12]([C:15](=[O:16])[O:17][C:18]([CH3:19])([CH3:20])[CH3:21])[CH2:13][CH2:14]2)[n:7]1.[Cs+:81].[Cs+:82].[NH2:23][c:24]1[s:25][cH:26][cH:27][n:28]1.[Na+:71].[Na+:72].[O-:73][C:74](=[O:75])[O-:76]>>[c:2]1([NH:23][c:24]2[s:25][cH:26][cH:27][n:28]2)[cH:3][cH:4][cH:5][c:6]([CH2:8][C:9]2([OH:22])[CH2:10][CH2:11][N:12]([C:15](=[O:16])[O:17][C:18]([CH3:19])([CH3:20])[CH3:21])[CH2:13][CH2:14]2)[n:7]1.